From a dataset of the Open Reaction Database (ORD), a public repository of structured organic reaction records. describe an organic reaction: reactants, conditions, products, and yield Starting materials: CC(C)(C)OC(=O)NC1CCCC(F)(F)C1OS(=O)(=O)C(F)(F)F, [N-]=[N+]=[N-], [Na+], CN(C)C=O. The product is CC(C)(C)OC(=O)NC1CCCC(F)(F)C1N=[N+]=[N-]. Reaction SMILES: [F:1][C:2]([F:3])([F:4])[S:5]([O:6][CH:7]1[C:8]([F:21])([F:22])[CH2:9][CH2:10][CH2:11][CH:12]1[NH:13][C:14](=[O:15])[O:16][C:17]([CH3:18])([CH3:19])[CH3:20])(=[O:23])=[O:24].[N-:26]=[N+:27]=[N-:28].[Na+:25].[O:29]=[CH:30][N:31]([CH3:32])[CH3:33]>>[CH:7]1([N:26]=[N+:27]=[N-:28])[C:8]([F:21])([F:22])[CH2:9][CH2:10][CH2:11][CH:12]1[NH:13][C:14](=[O:15])[O:16][C:17]([CH3:18])([CH3:19])[CH3:20]. The reactants are Cl (HCl), ClC1=C(CC#N)C=CC=C1 (2-chlorobenzyl cyanide), C(C)O (ethanol), resultant mixture. Reaction conditions: time 30 minute. Yields the product Cl.ClC1=C(C=CC=C1)CC(OCC)=N (Ethyl 2-chlorophenylacetimidate hydrochloride). Reaction SMILES: [Cl:1][C:2]1[CH:10]=[CH:9][CH:8]=[CH:7][C:3]=1[CH2:4][C:5]#[N:6].Cl.[CH2:12]([OH:14])[CH3:13]>>[ClH:1].[Cl:1][C:2]1[CH:10]=[CH:9][CH:8]=[CH:7][C:3]=1[CH2:4][C:5](=[NH:6])[O:14][CH2:12][CH3:13] |f:3.4|. Reported procedure: A solution of 2-chlorobenzyl cyanide (32.4 g, 0.214 mol) in ethanol (70 ml) was cooled to 5 ° C., then HCl gas was passed through with stirring for 30 minutes and the resultant mixture was allowed to stand at room temperature for 18 hours. Evaporation of the solvent and trituration with ether gave the desired product, which was used immediately without further purification. Yield 49.0 g (98%).